Task: describe an organic reaction: reactants, conditions, products, and yield. Dataset: the Open Reaction Database (ORD), a public repository of structured organic reaction records The reactants are FC(CNC(=O)C1(C2=CC=CC=C2C=2C=CC=CC12)CCCCBr)(F)F (4-[9-(2,2,2-Trifluoroethylcarbamoyl)-9H-fluoren-9-yl]butyl bromide), CC1=C(C(=O)OCC)C=CC=C1N1CCNCC1 (ethyl 2-methyl-3-piperazin-1-ylbenzoate). The product is FC(CNC(=O)C1(C2=CC=CC=C2C=2C=CC=CC12)CCCCN1CCN(CC1)C=1C(=C(C(=O)OCC)C=CC1)C)(F)F (ethyl 3-[4-[4-[9-(2,2,2-trifluoroethylcarbamoyl)-9H-fluoren-9-yl]butyl]piperazin-1-yl]-2-methylbenzoate). As a reaction SMILES: [F:1][C:2]([F:26])([F:25])[CH2:3][NH:4][C:5]([C:7]1([CH2:20][CH2:21][CH2:22][CH2:23]Br)[C:19]2[CH:18]=[CH:17][CH:16]=[CH:15][C:14]=2[C:13]2[C:8]1=[CH:9][CH:10]=[CH:11][CH:12]=2)=[O:6].[CH3:27][C:28]1[C:38]([N:39]2[CH2:44][CH2:43][NH:42][CH2:41][CH2:40]2)=[CH:37][CH:36]=[CH:35][C:29]=1[C:30]([O:32][CH2:33][CH3:34])=[O:31]>>[F:1][C:2]([F:26])([F:25])[CH2:3][NH:4][C:5]([C:7]1([CH2:20][CH2:21][CH2:22][CH2:23][N:42]2[CH2:41][CH2:40][N:39]([C:38]3[C:28]([CH3:27])=[C:29]([CH:35]=[CH:36][CH:37]=3)[C:30]([O:32][CH2:33][CH3:34])=[O:31])[CH2:44][CH2:43]2)[C:19]2[CH:18]=[CH:17][CH:16]=[CH:15][C:14]=2[C:13]2[C:8]1=[CH:9][CH:10]=[CH:11][CH:12]=2)=[O:6]. Procedure details: The procedure of step (b) of Example 1 was repeated, except that the compound prepared in step (a) of Example 87 was used instead of 3,3-diphenylpropyl bromide and the compound prepared in step (a) of Example 53 was used instead of ethyl 3-piperazin-1-yl-benzoate. Thus, ethyl 3-[4-[4-[9-(2,2,2-trifluoroethylcarbamoyl)-9H-fluoren-9-yl]butyl]piperazin-1-yl]-2-methylbenzoate was obtained. Starting materials: ClCC1=CC(OC2=CC=C(C=C12)C)=O (4-chloromethyl-6-methyl-chromen-2-one), [OH-].[Na+] (NaOH). The solvent is Cl (HCl), Cl (HCl). Product: CC=1C=CC2=C(C(=CO2)CC(=O)O)C1 ((5-Methyl-benzofuran-3-yl)-acetic acid). Isolated yield 94.0%. RXN SMILES: Cl[CH2:2][C:3]1[C:12]2[C:7](=[CH:8][CH:9]=[C:10]([CH3:13])[CH:11]=2)[O:6][C:5](=[O:14])[CH:4]=1.[OH-:15].[Na+]>Cl>[CH3:13][C:10]1[CH:9]=[CH:8][C:7]2[O:6][CH:2]=[C:3]([CH2:4][C:5]([OH:14])=[O:15])[C:12]=2[CH:11]=1 |f:1.2|. Reported procedure: 4-chloromethyl-6-methyl-chromen-2-one (10.4 g, 50.0 mmol) is suspended in a 1.0 M aqueous NaOH solution (400 mL). The reaction mixture is heated under reflux for 30 min. until a clear solution is obtained. The reaction mixture is cooled in an ice bath and carefully neutralized with a 2 M aqueous HCl solution (200 mL). More of a 2 M aqueous HCl solution is added until a white precipitate formed (pH <5). The precipitate is collected by suction filtration, washed with a small amount of an 1 M aqueo... Starting materials: COC1=CC=C2C(=NNC(C2=C1)=O)C=1C=NC=CC1 (7-methoxy-4-(pyridin-3-yl)-2H-phthalazin-1-one), P(=O)(Cl)(Cl)Cl (phosphoryl chloride). Product: ClC1=NN=C(C2=CC=C(C=C12)OC)C=1C=NC=CC1 (1-Chloro-7-methoxy-4-(pyridin-3-yl)phthalazine). Reaction SMILES: [CH3:1][O:2][C:3]1[CH:12]=[C:11]2[C:6]([C:7]([C:14]3[CH:15]=[N:16][CH:17]=[CH:18][CH:19]=3)=[N:8][NH:9][C:10]2=O)=[CH:5][CH:4]=1.P(Cl)(Cl)([Cl:22])=O>>[Cl:22][C:10]1[C:11]2[C:6](=[CH:5][CH:4]=[C:3]([O:2][CH3:1])[CH:12]=2)[C:7]([C:14]2[CH:15]=[N:16][CH:17]=[CH:18][CH:19]=2)=[N:8][N:9]=1. Reported procedure: This compound is obtained according to the procedure described in 1.3. by reacting 7-methoxy-4-(pyridin-3-yl)-2H-phthalazin-1-one with phosphoryl chloride.